This data is from the Open Reaction Database (ORD), a public repository of structured organic reaction records. The task is: describe an organic reaction: reactants, conditions, products, and yield Starting materials: ice water, ClC1=CC=C(C#N)C=C1 (p-chlorobenzonitrile), C([O-])([O-])=O.[K+].[K+] (potassium carbonate), C(CCCCCCC)S (octanethiol). The solvent is CC(=O)N(C)C (dimethylacetamide). Product: C(CCCCCCC)SC1=CC=C(C#N)C=C1 (p-Octylthiobenzonitrile). Isolated yield 104.1%. Reaction SMILES: Cl[C:2]1[CH:9]=[CH:8][C:5]([C:6]#[N:7])=[CH:4][CH:3]=1.C(=O)([O-])[O-].[K+].[K+].[CH2:16]([SH:24])[CH2:17][CH2:18][CH2:19][CH2:20][CH2:21][CH2:22][CH3:23]>CC(N(C)C)=O>[CH2:16]([S:24][C:2]1[CH:9]=[CH:8][C:5]([C:6]#[N:7])=[CH:4][CH:3]=1)[CH2:17][CH2:18][CH2:19][CH2:20][CH2:21][CH2:22][CH3:23] |f:1.2.3|. Procedure details: 103.2 g (0.75 mol) of p-chlorobenzonitrile, 140 g of potassium carbonate and 143.2 ml (0.825 mol) of octanethiol in dimethylacetamide are stirred at 100° C. for about 16 hours in a sulfonation flask under a protective-gas atmosphere. The white suspension obtained is cooled, poured into ice water and extracted a number of times with dichloromethane. The organic phases are combined, washed with water, dried over MgSO4, filtered and evaporated, giving 193.1 g of crude product, which is distilled at... The reactants are BrC=1C=CC(=NC1)F (5-bromo-2-fluoropyridine), N1=CC=C(C=C1)B(O)O (pyridin-4-ylboronic acid). The product is FC1=CC=C(C=N1)C1=CC=NC=C1 (6-Fluoro-3,4′-bipyridine). As a reaction SMILES: Br[C:2]1[CH:3]=[CH:4][C:5]([F:8])=[N:6][CH:7]=1.[N:9]1[CH:14]=[CH:13][C:12](B(O)O)=[CH:11][CH:10]=1>>[F:8][C:5]1[N:6]=[CH:7][C:2]([C:12]2[CH:13]=[CH:14][N:9]=[CH:10][CH:11]=2)=[CH:3][CH:4]=1. Reported procedure: Prepared from 5-bromo-2-fluoropyridine (881 mg, 5.00 mmol) and pyridin-4-ylboronic acid (979 mg, 7.96 mmol) according to Method K, except the product was purified by silica gel chromatography (10% ethanol in ethyl acetate, Rf=0.32) instead of preparative HPLC: 1H NMR (300 MHz, chloroform-D) δ ppm 7.08 (dd, J=8.5, 3.0 Hz, 1H), 7.48-7.50 (m, 2H), 8.01-8.07 (m, 1H), 8.51 (d, J=2.7 Hz, 1H), 8.72-8.74 (m, 2H). MS (DCI/NH3) m/z=175 (M+H)+. The reactants are OC1=C(C=O)C=C(C(=C1)O)O (2,4,5-trihydroxybenzaldehyde), C(C)OC(CC=1N=NNN1)=O ((2H-tetrazol-5-yl)-acetic acid ethyl ester), N1CCCCC1 (piperidine), C(C)(=O)O (acetic acid). Solvent: CN(C)C=O (DMF). Run at temperature 90 celsius, time 2 hour. Yields the product OC=1C=C2C=C(C(OC2=CC1O)=O)C=1N=NNN1 (6,7-Dihydroxy-3-(2H-tetrazol-5-yl)-chromen-2-one). RXN SMILES: [OH:1][C:2]1[CH:9]=[C:8]([OH:10])[C:7]([OH:11])=[CH:6][C:3]=1[CH:4]=O.C([O:14][C:15](=O)[CH2:16][C:17]1[N:18]=[N:19][NH:20][N:21]=1)C.N1CCCCC1.C(O)(=O)C>CN(C=O)C>[OH:11][C:7]1[CH:6]=[C:3]2[C:2](=[CH:9][C:8]=1[OH:10])[O:1][C:15](=[O:14])[C:16]([C:17]1[N:18]=[N:19][NH:20][N:21]=1)=[CH:4]2. Procedure: A mixture of 2,4,5-trihydroxybenzaldehyde (1.23 g), (2H-tetrazol-5-yl)-acetic acid ethyl ester (1.25 g), piperidine (1.36 g) and acetic acid (0.06 g) in DMF (10 ml) was stirred at 90° C. under nitrogen for two hours. After ice water treatment and acidification to pH 2 the product was filtered and triturated with hot ethanol. Yield: 0.55 g. Starting materials: BrB(Br)Br, ClCCl, COc1ccccc1OCC(F)(F)F. Product: Oc1ccccc1OCC(F)(F)F. As a reaction SMILES: [B:1]([Br:2])([Br:3])[Br:4].[CH2:19]([Cl:20])[Cl:21].[CH3:5][O:6][c:7]1[c:8]([O:13][CH2:14][C:15]([F:16])([F:17])[F:18])[cH:9][cH:10][cH:11][cH:12]1>>[OH:6][c:7]1[c:8]([O:13][CH2:14][C:15]([F:16])([F:17])[F:18])[cH:9][cH:10][cH:11][cH:12]1.